From a dataset of the Open Reaction Database (ORD), a public repository of structured organic reaction records. describe an organic reaction: reactants, conditions, products, and yield Reactants: BrC1=NN(C(=C1)C(=O)O)C1=NC=C(C=C1Cl)Cl (3-bromo-1-(3,5-dichloropyridin-2-yl)-1H-pyrazole-5-carboxylic acid), C(C(=O)Cl)(=O)Cl (oxalyl dichloride). Reagents/catalysts: CN(C=O)C (N,N-dimethyl formamide). Solvent: ClCCl (dichloromethane). Run at time 8 hour. Yields the product BrC1=NN(C(=C1)C(=O)Cl)C1=NC=C(C=C1Cl)Cl (3-bromo-1-(3,5-dichloropyridin-2-yl)-1H-pyrazole-5-carbonyl chloride). Yield: 98.5%. RXN SMILES: [Br:1][C:2]1[CH:6]=[C:5]([C:7](O)=[O:8])[N:4]([C:10]2[C:15]([Cl:16])=[CH:14][C:13]([Cl:17])=[CH:12][N:11]=2)[N:3]=1.C(Cl)(=O)C([Cl:21])=O>CN(C)C=O.ClCCl>[Br:1][C:2]1[CH:6]=[C:5]([C:7]([Cl:21])=[O:8])[N:4]([C:10]2[C:15]([Cl:16])=[CH:14][C:13]([Cl:17])=[CH:12][N:11]=2)[N:3]=1. Procedure: To a 100 mL flask, 3-bromo-1-(3,5-dichloropyridin-2-yl)-1H-pyrazole-5-carboxylic acid (0.4 g, 1.2 mmol), dichloromethane (10 mL) and oxalyl dichloride (0.31 g, 2.4 mmol) were added. After five drops of N,N-dimethyl formamide was added, a large number of gas was released. After being stirred for 8 hours at room temperature, the reaction mixture was evaporated to dryness at reduced pressure. Then toluene (100 mL) was added, and the reaction mixture was concentrated again under vacuum to give the p... Reactants: FC(F)(F)CCNCc1ccccc1, ClCCl, CCN(C(C)C)C(C)C, FC(F)(F)c1nc(Nc2c(Cl)cc(Cl)cc2Cl)sc1CCl, Cl. Yields the product FC(F)(F)CCN(Cc1ccccc1)Cc1sc(Nc2c(Cl)cc(Cl)cc2Cl)nc1C(F)(F)F. Reaction SMILES: [CH2:2]([c:3]1[cH:4][cH:5][cH:6][cH:7][cH:8]1)[NH:9][CH2:10][CH2:11][C:12]([F:13])([F:14])[F:15].[CH2:46]([Cl:47])[Cl:48].[CH:16]([N:17]([CH:18]([CH3:19])[CH3:20])[CH2:21][CH3:22])([CH3:23])[CH3:24].[Cl:25][CH2:26][c:27]1[c:28]([C:42]([F:43])([F:44])[F:45])[n:29][c:30]([NH:32][c:33]2[c:34]([Cl:41])[cH:35][c:36]([Cl:40])[cH:37][c:38]2[Cl:39])[s:31]1.[ClH:1]>>[CH2:2]([c:3]1[cH:4][cH:5][cH:6][cH:7][cH:8]1)[N:9]([CH2:10][CH2:11][C:12]([F:13])([F:14])[F:15])[CH2:26][c:27]1[c:28]([C:42]([F:43])([F:44])[F:45])[n:29][c:30]([NH:32][c:33]2[c:34]([Cl:41])[cH:35][c:36]([Cl:40])[cH:37][c:38]2[Cl:39])[s:31]1. Starting materials: ClC=1SC(=CN1)C=O (2-chlorothiazole-5-carbaldehyde), C([O-])([O-])=O.[K+].[K+] (potassium carbonate), FC(F)(F)[Si](C)(C)C ((trifluoromethyl)trimethylsilane). Solvent: CN(C=O)C (N,N-dimethylformamide). Product: ClC=1SC(=CN1)C(C(F)(F)F)O (1-(2-chlorothiazol-5-yl)-2,2,2-trifluoroethanol). As a reaction SMILES: [Cl:1][C:2]1[S:3][C:4]([CH:7]=[O:8])=[CH:5][N:6]=1.C(=O)([O-])[O-].[K+].[K+].[F:15][C:16]([Si](C)(C)C)([F:18])[F:17]>CN(C)C=O>[Cl:1][C:2]1[S:3][C:4]([CH:7]([OH:8])[C:16]([F:18])([F:17])[F:15])=[CH:5][N:6]=1 |f:1.2.3|. Reported procedure: According to Reference Example 8-2, by use of 2-chlorothiazole-5-carbaldehyde (300 mg, 2.03 mmol) dissolved in N,N-dimethylformamide (4 mL), potassium carbonate (56 mg, 0.41 mmol) and (trifluoromethyl)trimethylsilane (0.360 mL, 2.44 mmol), the mixture was stirred and reacted at room temperature for 1.3 hours. Then, purification by preparative thin-layer chromatography (chloroform/methanol=15/1) was performed to give Starting materials: O=C([O-])[O-], CN(C)C=O, O=C(c1c[nH]c2cc(Cl)ccc12)C(F)(F)F, CCCCI, [K+], [K+]. Product: CCCCn1cc(C(=O)C(F)(F)F)c2ccc(Cl)cc21. Reaction SMILES: [C:17](=[O:18])([O-:19])[O-:20].[CH3:28][N:29]([CH3:30])[CH:31]=[O:32].[Cl:1][c:2]1[cH:3][cH:4][c:5]2[c:6]([C:11]([C:12]([F:13])([F:14])[F:15])=[O:16])[cH:7][nH:8][c:9]2[cH:10]1.[I:23][CH2:24][CH2:25][CH2:26][CH3:27].[K+:21].[K+:22]>>[Cl:1][c:2]1[cH:3][cH:4][c:5]2[c:6]([C:11]([C:12]([F:13])([F:14])[F:15])=[O:16])[cH:7][n:8]([CH2:24][CH2:25][CH2:26][CH3:27])[c:9]2[cH:10]1. Starting materials: [Cl-].[NH4+] (Ammonium chloride), COC=1C=CC2=C(C3=CC=CC=C3N=C2C1)C(=O)OC1=CC=CC=C1 (Phenyl 3-methoxyacridine-9-carboxylate). Reagents/catalysts: [Zn] (zinc). The solvent is C(C)O (ethanol), C(C)(=O)OCC (ethyl acetate). Run at time 2 hour. The product is COC=1C=CC=2C(C3=CC=CC=C3NC2C1)C(=O)OC1=CC=CC=C1 (Phenyl 3-methoxyacridan-9-carboxylate). As a reaction SMILES: [Cl-].[NH4+].[CH3:3][O:4][C:5]1[CH:6]=[CH:7][C:8]2[C:17]([CH:18]=1)=[N:16][C:15]1[C:10](=[CH:11][CH:12]=[CH:13][CH:14]=1)[C:9]=2[C:19]([O:21][C:22]1[CH:27]=[CH:26][CH:25]=[CH:24][CH:23]=1)=[O:20]>C(O)C.C(OCC)(=O)C.[Zn]>[CH3:3][O:4][C:5]1[CH:6]=[CH:7][C:8]2[CH:9]([C:19]([O:21][C:22]3[CH:27]=[CH:26][CH:25]=[CH:24][CH:23]=3)=[O:20])[C:10]3[C:15]([NH:16][C:17]=2[CH:18]=1)=[CH:14][CH:13]=[CH:12][CH:11]=3 |f:0.1|. Procedure: Ammonium chloride (3.45 g, 64 mmol) and 4.2 g of zinc (64 mmol) were added to an Ar-purged suspension of 0.85 g (2.5 mmol) of the ester from step (c) in 50 mL of ethanol. The mixture was stirred for 2 h, filtered and the solids washed with CH2Cl2. The combined solutions were evaporated to dryness producing a white solid which was dissolved in ethyl acetate and washed with 3×25 mL of water. The product was used without further purification. 1H NMR (CDCl3) δ 3.76 (s, 3H), 5.29 (s, 1H), 6.47-7.36 (... Starting materials: FC(C(=O)O)(F)F (trifluoroacetic acid), CC1=C(C=CC=C1NC(C(C(CCC)C)C1=CC=C(C=C1)CN1N=C(OCC1=O)C1=CC=CC=C1)=O)CCC(=O)OC(C)(C)C (tert-butyl 3-{2-methyl-3-[(3-methyl-2-{4-[(5-oxo-2-phenyl-5,6-dihydro-4H-1,3,4-oxadiazin-4-yl)methyl]phenyl}hexanoyl)amino]phenyl}propanoate). Run in ClCCl (dichloromethane). Reaction conditions: time 2 hour. The product is CC1=C(C=CC=C1NC(C(C(CCC)C)C1=CC=C(C=C1)CN1N=C(OCC1=O)C1=CC=CC=C1)=O)CCC(=O)O (3-{2-Methyl-3-[(3-methyl-2-{4-[(5-oxo-2-phenyl-5,6-dihydro-4H-1,3,4-oxadiazin-4-yl)methyl]phenyl}hexanoyl)amino]phenyl}propanoic acid). Reaction SMILES: FC(F)(F)C(O)=O.[CH3:8][C:9]1[C:14]([NH:15][C:16](=[O:43])[CH:17]([C:23]2[CH:28]=[CH:27][C:26]([CH2:29][N:30]3[C:35](=[O:36])[CH2:34][O:33][C:32]([C:37]4[CH:42]=[CH:41][CH:40]=[CH:39][CH:38]=4)=[N:31]3)=[CH:25][CH:24]=2)[CH:18]([CH3:22])[CH2:19][CH2:20][CH3:21])=[CH:13][CH:12]=[CH:11][C:10]=1[CH2:44][CH2:45][C:46]([O:48]C(C)(C)C)=[O:47]>ClCCl>[CH3:8][C:9]1[C:14]([NH:15][C:16](=[O:43])[CH:17]([C:23]2[CH:28]=[CH:27][C:26]([CH2:29][N:30]3[C:35](=[O:36])[CH2:34][O:33][C:32]([C:37]4[CH:42]=[CH:41][CH:40]=[CH:39][CH:38]=4)=[N:31]3)=[CH:25][CH:24]=2)[CH:18]([CH3:22])[CH2:19][CH2:20][CH3:21])=[CH:13][CH:12]=[CH:11][C:10]=1[CH2:44][CH2:45][C:46]([OH:48])=[O:47]. Reported procedure: 1.74 ml (22.56 mmol) of trifluoroacetic acid were added to a solution of 460 mg (0.75 mmol) of tert-butyl 3-{2-methyl-3-[(3-methyl-2-{4-[(5-oxo-2-phenyl-5,6-dihydro-4H-1,3,4-oxadiazin-4-yl)methyl]phenyl}hexanoyl)amino]phenyl}propanoate (Example 163A) in 10 ml of dichloromethane, and the mixture was stirred at room temperature for 2 h. The reaction mixture was then concentrated to dryness under reduced pressure. This gave 410 mg (0.74 mmol, 98% of theory) of the title compound as a mixture of iso...